This data is from the Open Reaction Database (ORD), a public repository of structured organic reaction records. The task is: describe an organic reaction: reactants, conditions, products, and yield Reactants: COC(=O)[C@H]1NC[C@@H](C1)S(=O)(=O)C1=C(C=CC=C1)Cl ((2S,4R)-4-(2-chloro-benzenesulfonyl)-pyrrolidine-2-carboxylic acid methyl ester), ClC1=NSC(=N1)Cl (3,5-dichloro-[1,2,4]thiadiazole). Yields the product COC(=O)[C@H]1N(C[C@@H](C1)S(=O)(=O)C1=C(C=CC=C1)Cl)C1=NC(=NS1)Cl ((2S,4R)-4-(2-Chloro-benzenesulfonyl)-1-(3-chloro-[1,2,4]thiadiazol-5-yl)-pyrrolidine-2-carboxylic acid methyl ester). As a reaction SMILES: [CH3:1][O:2][C:3]([C@@H:5]1[CH2:9][C@@H:8]([S:10]([C:13]2[CH:18]=[CH:17][CH:16]=[CH:15][C:14]=2[Cl:19])(=[O:12])=[O:11])[CH2:7][NH:6]1)=[O:4].[Cl:20][C:21]1[N:25]=[C:24](Cl)[S:23][N:22]=1>>[CH3:1][O:2][C:3]([C@@H:5]1[CH2:9][C@@H:8]([S:10]([C:13]2[CH:18]=[CH:17][CH:16]=[CH:15][C:14]=2[Cl:19])(=[O:11])=[O:12])[CH2:7][N:6]1[C:24]1[S:23][N:22]=[C:21]([Cl:20])[N:25]=1)=[O:4]. Procedure: In analogy to the procedure described in example 335a, (2S,4R)-4-(2-chloro-benzenesulfonyl)-pyrrolidine-2-carboxylic acid methyl ester (example 253a) was reacted with 3,5-dichloro-[1,2,4]thiadiazole (CAS Reg. No. 2254-88-8) in a shaking reactor at 55° C. for 48 h to give the title compound as red oil. MS (ESI): m/z=422.0 [M+H]+. The reactants are CCNC(=O)NCc1cccc(-c2ccc(C(C)(C)CCCCC(=O)N3CCOCC3)cc2O)c1, CC(C)=O, CI, [K+], [K+], O=C([O-])[O-]. Yields the product CCNC(=O)NCc1cccc(-c2ccc(C(C)(C)CCCCC(=O)N3CCOCC3)cc2OC)c1. RXN SMILES: [CH3:1][C:2]([CH2:3][CH2:4][CH2:5][CH2:6][C:7](=[O:8])[N:9]1[CH2:10][CH2:11][O:12][CH2:13][CH2:14]1)([CH3:15])[c:16]1[cH:17][c:18]([OH:35])[c:19](-[c:22]2[cH:23][c:24]([CH2:28][NH:29][C:30](=[O:31])[NH:32][CH2:33][CH3:34])[cH:25][cH:26][cH:27]2)[cH:20][cH:21]1.[CH3:44][C:45](=[O:46])[CH3:47].[I:36][CH3:37].[K+:38].[K+:39].[O-:40][C:41]([O-:42])=[O:43]>>[CH3:1][C:2]([CH2:3][CH2:4][CH2:5][CH2:6][C:7](=[O:8])[N:9]1[CH2:10][CH2:11][O:12][CH2:13][CH2:14]1)([CH3:15])[c:16]1[cH:17][c:18]([O:35][CH3:41])[c:19](-[c:22]2[cH:23][c:24]([CH2:28][NH:29][C:30](=[O:31])[NH:32][CH2:33][CH3:34])[cH:25][cH:26][cH:27]2)[cH:20][cH:21]1. Starting materials: C1(CC1)C(=O)O (cyclopropanecarboxylic acid), C1=CN(C=N1)C(=O)N2C=CN=C2 (CDI), Cl.Cl.CN1C(=NC2=C1C=CC=C2)C2=CC(=CC=C2)N2CCNCC2 (1-Methyl-2-(3-piperazin-1-yl-phenyl)-1H-benzoimidazole dihydrochloride). Run in C(C)#N (acetonitrile). Run at time 5 hour. Product: C1(CC1)C(=O)N1CCN(CC1)C1=CC(=CC=C1)C1=NC2=C(N1C)C=CC=C2 (Cyclopropyl-{-4-[3-(1-methyl-1H-benzoimidazol-2-yl)-phenyl]-piperazin-1-yl}-methanone). Yield: 85.8%. Reaction SMILES: [CH:1]1([C:4]([OH:6])=O)[CH2:3][CH2:2]1.C1N=CN(C(N2C=NC=C2)=O)C=1.Cl.Cl.[CH3:21][N:22]1[C:26]2[CH:27]=[CH:28][CH:29]=[CH:30][C:25]=2[N:24]=[C:23]1[C:31]1[CH:36]=[CH:35][CH:34]=[C:33]([N:37]2[CH2:42][CH2:41][NH:40][CH2:39][CH2:38]2)[CH:32]=1>C(#N)C>[CH:1]1([C:4]([N:40]2[CH2:41][CH2:42][N:37]([C:33]3[CH:34]=[CH:35][CH:36]=[C:31]([C:23]4[N:22]([CH3:21])[C:26]5[CH:27]=[CH:28][CH:29]=[CH:30][C:25]=5[N:24]=4)[CH:32]=3)[CH2:38][CH2:39]2)=[O:6])[CH2:3][CH2:2]1 |f:2.3.4|. Procedure details: To a solution of cyclopropanecarboxylic acid (0.06 g, 0.68 mmol) in acetonitrile (8 mL) was added CDI (0.11 g, 0.68 mmol) and the resulting suspension was stirred at room temperature for 5 h. 1-Methyl-2-(3-piperazin-1-yl-phenyl)-1H-benzoimidazole dihydrochloride (0.20 g, 0.55 mmol) was added and the resulting solution heated at 65° C. overnight. The reaction was then cooled to room temperature, the solvent removed under reduced pressure. The crude product was redissolved in dichloromethane (15 m...